The task is: describe an organic reaction: reactants, conditions, products, and yield. This data is from the Open Reaction Database (ORD), a public repository of structured organic reaction records. Starting materials: CC(=O)O[BH-](OC(C)=O)OC(C)=O, CC(C)=O, CC(Cl)Cl, COc1cc(-c2nn(C3CCNC3)c3ncnc(N)c23)ccc1NC(=O)c1cc2ccccc2n1C, [Na+], [Na+], [OH-]. Product: COc1cc(-c2nn(C3CCN(C(C)C)C3)c3ncnc(N)c23)ccc1NC(=O)c1cc2ccccc2n1C. As a reaction SMILES: [C:41]([O:42][BH-:43]([O:44][C:45](=[O:46])[CH3:47])[O:48][C:49](=[O:50])[CH3:51])(=[O:52])[CH3:53].[CH3:37][C:38]([CH3:39])=[O:40].[Cl:57][CH:58]([Cl:59])[CH3:60].[NH2:1][c:2]1[c:3]2[c:4]([n:5][cH:6][n:7]1)[n:8]([CH:32]1[CH2:33][NH:34][CH2:35][CH2:36]1)[n:9][c:10]2-[c:11]1[cH:12][c:13]([O:30][CH3:31])[c:14]([NH:17][C:18](=[O:19])[c:20]2[n:21]([CH3:29])[c:22]3[cH:23][cH:24][cH:25][cH:26][c:27]3[cH:28]2)[cH:15][cH:16]1.[Na+:54].[Na+:56].[OH-:55]>>[NH2:1][c:2]1[c:3]2[c:4]([n:5][cH:6][n:7]1)[n:8]([CH:32]1[CH2:33][N:34]([CH:38]([CH3:37])[CH3:39])[CH2:35][CH2:36]1)[n:9][c:10]2-[c:11]1[cH:12][c:13]([O:30][CH3:31])[c:14]([NH:17][C:18](=[O:19])[c:20]2[n:21]([CH3:29])[c:22]3[cH:23][cH:24][cH:25][cH:26][c:27]3[cH:28]2)[cH:15][cH:16]1.